Task: describe an organic reaction: reactants, conditions, products, and yield. Dataset: the Open Reaction Database (ORD), a public repository of structured organic reaction records The reactants are C(CCC)[Li] (butyllithium), [Si](C)(C)(C(C)(C)C)OC[C@@H]1[C@@H](N(C(O1)(C)C)C(=O)OC(C)(C)C)CC#C ((4S,5S)-tert-butyl 5-((tert-butyldimethylsilyloxy)methyl)-2,2-dimethyl-4-(prop-2-ynyl)oxazolidine-3-carboxylate), IC (iodomethane). Solvent: C1CCOC1 (THF). Run at temperature -78 celsius, time 5 minute. Product: C(C#CC)[C@@H]1N(C(O[C@@H]1CO[Si](C)(C)C(C)(C)C)(C)C)C(=O)OC(C)(C)C ((4S,5S)-tert-butyl 4-(but-2-ynyl)-5-((tert-butyldimethylsilyloxy)methyl)-2,2-dimethyloxazolidine-3-carboxylate). Isolated yield 72.8%. Reaction SMILES: [Si:1]([O:8][CH2:9][C@H:10]1[O:14][C:13]([CH3:16])([CH3:15])[N:12]([C:17]([O:19][C:20]([CH3:23])([CH3:22])[CH3:21])=[O:18])[C@H:11]1[CH2:24][C:25]#[CH:26])([C:4]([CH3:7])([CH3:6])[CH3:5])([CH3:3])[CH3:2].[CH2:27]([Li])CCC.IC>C1COCC1>[CH2:24]([C@H:11]1[C@@H:10]([CH2:9][O:8][Si:1]([C:4]([CH3:7])([CH3:6])[CH3:5])([CH3:3])[CH3:2])[O:14][C:13]([CH3:15])([CH3:16])[N:12]1[C:17]([O:19][C:20]([CH3:23])([CH3:22])[CH3:21])=[O:18])[C:25]#[C:26][CH3:27]. Procedure details: A solution of (4S,5S)-tert-butyl 5-((tert-butyldimethylsilyloxy)methyl)-2,2-dimethyl-4-(prop-2-ynyl)oxazolidine-3-carboxylate (0.60 g, 1.6 mmol) in THF (5 mL) was cooled to −78° C. and butyllithium (0.75 mL, 1.9 mmol) was added dropwise. After 5 min, the mixture was re-cooled to −78° C. and iodomethane (0.15 mL, 2.3 mmol) was added dropwise. The mixture was stirred at 0° C. for 2 h and brought to RT and stirred for 15 h. The reaction mixture was quenched with sat NH4Cl, filtered, concentrated, a...